The task is: describe an organic reaction: reactants, conditions, products, and yield. This data is from the Open Reaction Database (ORD), a public repository of structured organic reaction records. Reaction conditions: time 30 minute. Reactants: ClC(C(S(=O)C1=CC=CC=C1)Cl)=C1CC[C@H]2[C@@H]3CCC4=CC(CC[C@]4(C)C3=CC[C@]12C)=O (20,21-Dichloro-21-(phenylsulfinyl)pregna-4,9(11),17(20)-trien-3-one), CN(C)C=O (DMF), C[O-].[Na+] (Sodium methoxide). Yields the product ClC(C(=C1CC[C@H]2[C@@H]3CCC4=CC(CC[C@]4(C)C3=CC[C@]12C)=O)OC)S(=O)C1=CC=CC=C1 (21-Chloro-20-methoxy-21-(phenylsulfinyl)pregna-4,9(11),17(20)-trien-3-one). Reported procedure: 20,21-Dichloro-21-(phenylsulfinyl)pregna-4,9(11),17(20)-trien-3-one (VII, Example 2, 1.0 g), dry DMF (20 ml) and methanol (4 ml) are stirred under nitrogen and cooled to -25°. Sodium methoxide in methanol (25%, 1 ml) is added dropwise. After 30 minutes, the mixture is quenched with water (0.33 ml) and allowed to warm to 20°-25°. The product is isolated by diluting the mixture with water and extracting with ethyl acetate. The organic layer is separated and dried over sodium sulfate and then conce... The solvent is O (water), CO (methanol), CO (methanol). RXN SMILES: Cl[C:2](=[C:13]1[C@:30]2([CH3:31])[C@H:16]([C@H:17]3[C:27](=[CH:28][CH2:29]2)[C@:25]2([CH3:26])[C:20](=[CH:21][C:22](=[O:32])[CH2:23][CH2:24]2)[CH2:19][CH2:18]3)[CH2:15][CH2:14]1)[CH:3]([Cl:12])[S:4]([C:6]1[CH:11]=[CH:10][CH:9]=[CH:8][CH:7]=1)=[O:5].CN([CH:36]=[O:37])C.C[O-].[Na+]>CO.O>[Cl:12][CH:3]([S:4]([C:6]1[CH:7]=[CH:8][CH:9]=[CH:10][CH:11]=1)=[O:5])[C:2]([O:37][CH3:36])=[C:13]1[C@:30]2([CH3:31])[C@H:16]([C@H:17]3[C:27](=[CH:28][CH2:29]2)[C@:25]2([CH3:26])[C:20](=[CH:21][C:22](=[O:32])[CH2:23][CH2:24]2)[CH2:19][CH2:18]3)[CH2:15][CH2:14]1 |f:2.3|. Reaction SMILES: [C:1]([CH3:2])([CH3:3])([CH3:4])[O:5][C:6](=[O:7])[N:8]([CH:9]([CH3:10])[c:11]1[cH:12][cH:13][cH:14][c:15]2[cH:16][cH:17][cH:18][cH:19][c:20]12)[CH2:21][CH:22]1[CH:23]([c:40]2[cH:41][cH:42][cH:43][cH:44][cH:45]2)[CH2:24][N:25]([C:28](=[O:29])[c:30]2[cH:31][c:32]([C:33](=[O:34])[O:35][CH3:36])[cH:37][cH:38][cH:39]2)[CH2:26][CH2:27]1.[CH2:46]1[O:47][CH2:48][CH2:49][CH2:50]1.[CH3:54][OH:55].[ClH:53].[Na+:52].[OH-:51]>>[C:1]([CH3:2])([CH3:3])([CH3:4])[O:5][C:6](=[O:7])[N:8]([CH:9]([CH3:10])[c:11]1[cH:12][cH:13][cH:14][c:15]2[cH:16][cH:17][cH:18][cH:19][c:20]12)[CH2:21][CH:22]1[CH:23]([c:40]2[cH:41][cH:42][cH:43][cH:44][cH:45]2)[CH2:24][N:25]([C:28](=[O:29])[c:30]2[cH:31][c:32]([C:33](=[O:34])[OH:35])[cH:37][cH:38][cH:39]2)[CH2:26][CH2:27]1. The reactants are COC(=O)c1cccc(C(=O)N2CCC(CN(C(=O)OC(C)(C)C)C(C)c3cccc4ccccc34)C(c3ccccc3)C2)c1, C1CCOC1, CO, Cl, [Na+], [OH-]. Yields the product CC(c1cccc2ccccc12)N(CC1CCN(C(=O)c2cccc(C(=O)O)c2)CC1c1ccccc1)C(=O)OC(C)(C)C. Starting materials: CN(CCOCC1=NC=2C3=C(SC4=C(C2N1COCC[Si](C)(C)C)C=CC=C4)C=CC=C3)C (dimethyl-{2-[1-(2-trimethylsilyl-ethoxymethyl)-1H-8-thia-1,3-diaza-dibenzo[e,h]azulene-2-ylmethoxy]-ethyl}-amine), C(O)([O-])=O.[Na+] (sodium hydrogencarbonate). Solvent: CO (methanol), Cl (hydrochloric acid), CO (methanol), O (water). The product is CN(CCOCC1=NC=2C3=C(SC4=C(C2N1)C=CC=C4)C=CC=C3)C (Dimethyl-[2-(1H-8-thia-1,3-diaza-dibenzo[e,h]azulene-2-ylmethoxy) -ethyl]-amine). RXN SMILES: [CH3:1][N:2]([CH3:33])[CH2:3][CH2:4][O:5][CH2:6][C:7]1[N:16](COCC[Si](C)(C)C)[C:15]2[C:14]3[CH:25]=[CH:26][CH:27]=[CH:28][C:13]=3[S:12][C:11]3[CH:29]=[CH:30][CH:31]=[CH:32][C:10]=3[C:9]=2[N:8]=1.C(=O)([O-])O.[Na+]>CO.Cl.O>[CH3:1][N:2]([CH3:33])[CH2:3][CH2:4][O:5][CH2:6][C:7]1[NH:16][C:15]2[C:14]3[CH:25]=[CH:26][CH:27]=[CH:28][C:13]=3[S:12][C:11]3[CH:29]=[CH:30][CH:31]=[CH:32][C:10]=3[C:9]=2[N:8]=1 |f:1.2|. Procedure details: To a solution of dimethyl-{2-[1-(2-trimethylsilyl-ethoxymethyl)-1H-8-thia-1,3-diaza-dibenzo[e,h]azulene-2-ylmethoxy]-ethyl}-amine (0.32 mmole) in methanol (7.0 ml), 0.5 M hydrochloric acid in methanol (3.2 ml) was slowly added. The reaction mixture was heated under reflux for 3 hours, then it was cooled to room temperature, neutralized with a saturated aqueous solution of sodium hydrogencarbonate, diluted with water and extracted with dichloromethane. The organic extract was washed with an aqueo... Starting materials: [O-]C#N.[Na+] (sodium cyanate), S(=O)(=O)(OCCCC1=C(C=CC=C1)F)C1=CC=C(C)C=C1 (3-(2-Fluorophenyl)propyl tosylate), compound, O (water). The solvent is CS(=O)C (DMSO), CS(=O)C (DMSO), CS(=O)C (dimethylsulfoxide). Reaction conditions: time 12 hour. Product: FC1=C(C=CC=C1)CCCC#N (4-(2-Fluorophenyl)butanonitrile). As a reaction SMILES: [O-][C:2]#[N:3].[Na+].S(C1C=CC(C)=CC=1)(O[CH2:9][CH2:10][CH2:11][C:12]1[CH:17]=[CH:16][CH:15]=[CH:14][C:13]=1[F:18])(=O)=O.O>CS(C)=O>[F:18][C:13]1[CH:14]=[CH:15][CH:16]=[CH:17][C:12]=1[CH2:11][CH2:10][CH2:9][C:2]#[N:3] |f:0.1|. Reported procedure: To a solution of 9.89 gm of sodium cyanate in 35 ml of dimethylsulfoxide (hereinafter abbreviated as DMSO) was added dropwise a solution of 31.2 gm of the compound prepared in (4) above in 70 ml of DMSO. The mixture was stirred for 12 hours at room temperature. After the addition of 500 ml of water, the mixture was extracted twice with 200 ml of ether. The extract was washed with water and saturated brine in this order, and dried over anhydrous sodium sulfate. The solvent was evaporated to obtai... Starting materials: C(=O)C(CO)OC(C=O)N1C(NC(C=C1)=O)=O (α-(1-Formyl-2-hydroxyethoxy)-3,4-dihydro-2,4-dioxo-1(2H)-pyrimidineacetaldehyde), NC1=NC=CC=N1 (2-aminopyrimidine). The solvent is O (water). Reaction conditions: time 8 hour. The product is OC1N(C([C@H](O[C@H]1N1C(=O)NC(=O)C=C1)CO)O)C1=NC=CC=N1 (1-[(2R, 6R)-3,5-dihydroxy-6-hydroxymethyl-4-(2-pyrimidinyl)morpholin-2-yl]uracil). Isolated yield 99.7%. Reaction SMILES: [CH:1]([CH:3]([O:6][CH:7]([N:10]1[CH:15]=[CH:14][C:13](=[O:16])[NH:12][C:11]1=[O:17])[CH:8]=[O:9])[CH2:4][OH:5])=[O:2].[NH2:18][C:19]1[N:24]=[CH:23][CH:22]=[CH:21][N:20]=1>O>[OH:9][CH:8]1[C@H:7]([N:10]2[CH:15]=[CH:14][C:13](=[O:16])[NH:12][C:11]2=[O:17])[O:6][C@H:3]([CH2:4][OH:5])[CH:1]([OH:2])[N:18]1[C:19]1[N:24]=[CH:23][CH:22]=[CH:21][N:20]=1. Reported procedure: [R-(R*, R*)]-α-(1-Formyl-2-hydroxyethoxy)-3,4-dihydro-2,4-dioxo-1(2H)-pyrimidineacetaldehyde, (uridinedialdehyde), (6.05 g) was dissolved in water (25 ml). To the solution was added 2-aminopyrimidine (2.38 g). The mixture was stirred at ambient temperature for eight hours to give a clear solution. The solution was lyophilized to give white powder of 1-[(2R, 6R)-3,5-dihydroxy-6-hydroxymethyl-4-(2-pyrimidinyl)morpholin-2-yl]uracil (8.40 g). Reactants: N1(CCNCC1)C(=O)OCC1=CC=CC=C1 (benzyl piperazine-1-carboxylate), TEA, BrCC(=O)OC (methyl 2-bromoacetate). Run in C1CCOC1 (THF). Run at temperature 65 celsius, time 1 hour. Product: COC(CN1CCN(CC1)C(=O)OCC1=CC=CC=C1)=O (benzyl 4-(2-methoxy-2-oxoethyl)piperazine-1-carboxylate). The yield is 91.9%. RXN SMILES: [N:1]1([C:7]([O:9][CH2:10][C:11]2[CH:16]=[CH:15][CH:14]=[CH:13][CH:12]=2)=[O:8])[CH2:6][CH2:5][NH:4][CH2:3][CH2:2]1.Br[CH2:18][C:19]([O:21][CH3:22])=[O:20]>C1COCC1>[CH3:22][O:21][C:19](=[O:20])[CH2:18][N:4]1[CH2:5][CH2:6][N:1]([C:7]([O:9][CH2:10][C:11]2[CH:16]=[CH:15][CH:14]=[CH:13][CH:12]=2)=[O:8])[CH2:2][CH2:3]1. Procedure: To a solution of benzyl piperazine-1-carboxylate (0.5 g, 2.270 mmol) and TEA (0.949 mL, 6.81 mmol) in THF (10 mL) was added methyl 2-bromoacetate (0.230 mL, 2.497 mmol) dropwise. The reaction was stirred at 65° C. After 1 hour, the reaction mixture was concentrated, and the residue was partitioned between EtOAc and saturated aqueous NaHCO3. The organic layer was dried over anhydrous magnesium sulfate, filtered, and concentrated to generate benzyl 4-(2-methoxy-2-oxoethyl)piperazine-1-carboxylate ... Starting materials: [N+](=O)([O-])C1=C(C(=O)O)C=CC(=C1)[N+](=O)[O-] (2,4-dinitrobenzoic acid), C(=O)(O)[O-].[Na+] (NaHCO3), CN1CCNCC1 (N-methylpiperazine), P(=O)(Cl)(Cl)Cl (phosphorus oxychloride). Solvent: C1(=CC=CC=C1)C (toluene), C(C)N(CC)CC (triethylamine). Reaction conditions: temperature 80 celsius. Product: CN1CCN(CC1)C(C1=C(C=C(C=C1)[N+](=O)[O-])[N+](=O)[O-])=O (N1 -methyl-N4 -(2,4-dinitrobenzoyl)piperazine). The yield is 54.7%. As a reaction SMILES: [N+:1]([C:4]1[CH:12]=[C:11]([N+:13]([O-:15])=[O:14])[CH:10]=[CH:9][C:5]=1[C:6]([OH:8])=O)([O-:3])=[O:2].[CH3:16][N:17]1[CH2:22][CH2:21][NH:20][CH2:19][CH2:18]1.P(Cl)(Cl)(Cl)=O.C([O-])(O)=O.[Na+]>C1(C)C=CC=CC=1.C(N(CC)CC)C>[CH3:16][N:17]1[CH2:22][CH2:21][N:20]([C:6](=[O:8])[C:5]2[CH:9]=[CH:10][C:11]([N+:13]([O-:15])=[O:14])=[CH:12][C:4]=2[N+:1]([O-:3])=[O:2])[CH2:19][CH2:18]1 |f:3.4|. Reported procedure: To a slurry of 212.0 g of 2,4-dinitrobenzoic acid in 1400 ml of toluene was added with agitation 101.0 g of triethylamine, followed by 122.7 g of N-methylpiperazine. Next 75.7 g of phosphorus oxychloride was added dropwise at such a rate to maintain the reaction temperature below 90° C. The mixture was refluxed for 5 hrs, cooled to 80° C., and poured slowly into 1000 ml of aqueous 5% NaHCO3 solution with stirring. The precipitate was filtered, washed with water and recrystallized from hot methan... The product is CNC(=O)CN1C(=O)CCc2ccc(NC(=O)c3ccc(C(F)(F)F)cc3NC3CCCCC3)cc21. Reaction SMILES: [CH2:38]1[O:39][CH2:40][CH2:41][CH2:42]1.[CH3:36][NH2:37].[CH3:44][OH:45].[CH:1]1([NH:7][c:8]2[c:9]([C:10](=[O:11])[NH:12][c:13]3[cH:14][cH:15][c:16]4[c:21]([cH:22]3)[N:20]([CH2:23][C:24](=[O:25])[OH:26])[C:19](=[O:27])[CH2:18][CH2:17]4)[cH:28][cH:29][c:30]([C:32]([F:33])([F:34])[F:35])[cH:31]2)[CH2:2][CH2:3][CH2:4][CH2:5][CH2:6]1.[ClH:43]>>[CH:1]1([NH:7][c:8]2[c:9]([C:10](=[O:11])[NH:12][c:13]3[cH:14][cH:15][c:16]4[c:21]([cH:22]3)[N:20]([CH2:23][C:24](=[O:25])[NH:37][CH3:36])[C:19](=[O:27])[CH2:18][CH2:17]4)[cH:28][cH:29][c:30]([C:32]([F:33])([F:34])[F:35])[cH:31]2)[CH2:2][CH2:3][CH2:4][CH2:5][CH2:6]1. Starting materials: C1CCOC1, CN, CO, O=C(O)CN1C(=O)CCc2ccc(NC(=O)c3ccc(C(F)(F)F)cc3NC3CCCCC3)cc21, Cl. Procedure details: 38.8 g (0.15 mol) of 4-phenylbenzophenone are dissolved in 200 ml of ethanol and 3 g (0.075 mol) of sodium borohydride are added. After heating for 15 hours under reflux, and allowing to cool, the reaction mixture is hydrolyzed with water containing a little hydrochloric acid. The solid thereby produced is purified by recrystallization from ethanol. 36 g (89% of theory) of (biphenyl-4-yl)-phenyl-carbinol [alternatively named as diphenyl-phenyl carbinol or α-(biphenyl-4-yl)benzylalcohol] of melti... The solvent is C(C)O (ethanol). As a reaction SMILES: [C:1]1([C:7]2[CH:20]=[CH:19][C:10]([C:11]([C:13]3[CH:18]=[CH:17][CH:16]=[CH:15][CH:14]=3)=[O:12])=[CH:9][CH:8]=2)[CH:6]=[CH:5][CH:4]=[CH:3][CH:2]=1.[BH4-].[Na+].O.Cl>C(O)C>[C:7]1([C:1]2[CH:2]=[CH:3][CH:4]=[CH:5][CH:6]=2)[CH:8]=[CH:9][C:10]([CH:11]([C:13]2[CH:18]=[CH:17][CH:16]=[CH:15][CH:14]=2)[OH:12])=[CH:19][CH:20]=1 |f:1.2|. The reactants are Cl (hydrochloric acid), C1(=CC=CC=C1)C1=CC=C(C(=O)C2=CC=CC=C2)C=C1 (4-phenylbenzophenone), O (water), [BH4-].[Na+] (sodium borohydride). The product is C1(=CC=C(C=C1)C(O)C1=CC=CC=C1)C1=CC=CC=C1 ((biphenyl-4-yl)-phenyl-carbinol). Starting materials: C(C1=CC=CO1)=O (Furfural), C(CC(=O)O)(=O)O (malonic acid), N1CCCCC1 (piperidine), C(C1=CC=CO1)=O (furfural), C(CC(=O)O)(=O)O (malonic acid). Run in N1=CC=CC=C1 (pyridine). The product is O1C(=CC=C1)C(C(=O)O)=C (2-furyl acrylic acid). As a reaction SMILES: [CH:1](=O)[C:2]1[O:6][CH:5]=[CH:4][CH:3]=1.C(O)(=O)C[C:10]([OH:12])=[O:11].N1CCCC[CH2:16]1>N1C=CC=CC=1>[O:6]1[CH:5]=[CH:4][CH:3]=[C:2]1[C:1](=[CH2:16])[C:10]([OH:12])=[O:11]. Reported procedure: 2-Furyl acrylic acid was prepared by reaction of furfural and malonic acid. Furfural (19.2 g.), malonic acid (41.6 g.), pyridine (100 ml.), and piperidine (2 ml.) were charged into a 250 ml. round bottom flask and refluxed for 31/2 hours. The reaction solution was worked up in the manner described in Example 41 to isolate 2-furyl acrylic acid.